This data is from the Open Reaction Database (ORD), a public repository of structured organic reaction records. The task is: describe an organic reaction: reactants, conditions, products, and yield The reactants are C=Cc1cncc(C)c1, CN1CCCC1=O, CN1CCc2[nH]c3ccc(Cl)cc3c2C1, [K+], [OH-]. Product: Cc1cncc(CCn2c3c(c4cc(Cl)ccc42)CN(C)CC3)c1. As a reaction SMILES: [CH3:16][c:17]1[cH:18][n:19][cH:20][c:21]([CH:23]=[CH2:24])[cH:22]1.[CH3:27][N:28]1[CH2:29][CH2:30][CH2:31][C:32]1=[O:33].[Cl:1][c:2]1[cH:3][c:4]2[c:5]3[c:6]([nH:7][c:8]2[cH:9][cH:10]1)[CH2:11][CH2:12][N:13]([CH3:15])[CH2:14]3.[K+:26].[OH-:25]>>[Cl:1][c:2]1[cH:3][c:4]2[c:5]3[c:6]([n:7]([CH2:24][CH2:23][c:21]4[cH:20][n:19][cH:18][c:17]([CH3:16])[cH:22]4)[c:8]2[cH:9][cH:10]1)[CH2:11][CH2:12][N:13]([CH3:15])[CH2:14]3. Product: NCC(O)(C1=CC(=CC=C1)OC)C1=CC=C(C=C1)Br (2-amino-1-(4-bromo-phenyl)-1-(3-methoxy-phenyl)-ethanol). Procedure: To a solution of (4-bromo-phenyl)-(3-methoxy-phenyl)-methanone (2.06 g, 7.07 mmol), in CH2Cl2 (3.5 mL) at room temperature was added Znl2 (0.15 9, 0.47 mmol) followed by addition of TMSCN (4.29 mL, 32.2 mmol). The reaction mixture was stirred at room temperature for 3 h and was quenched by addition of brine (20 mL). The aqueous layer was washed with CH2Cl2 (3×30 mL) and the combined organic extracts were dried over Na2SO4 and concentrated to afford an oil. The resulting oil was dissolved in THF ... Starting materials: [H-].[Al+3].[Li+].[H-].[H-].[H-] (lithium aluminum hydride), [OH-].[Na+] (sodium hydroxide), BrC1=CC=C(C=C1)C(=O)C1=CC(=CC=C1)OC ((4-bromo-phenyl)-(3-methoxy-phenyl)-methanone), [Si](C)(C)(C)C#N (TMSCN). As a reaction SMILES: [Br:1][C:2]1[CH:7]=[CH:6][C:5]([C:8]([C:10]2[CH:15]=[CH:14][CH:13]=[C:12]([O:16][CH3:17])[CH:11]=2)=[O:9])=[CH:4][CH:3]=1.[Si]([C:22]#[N:23])(C)(C)C.[H-].[Al+3].[Li+].[H-].[H-].[H-].[OH-].[Na+]>C(Cl)Cl.C1COCC1.O>[NH2:23][CH2:22][C:8]([C:5]1[CH:4]=[CH:3][C:2]([Br:1])=[CH:7][CH:6]=1)([C:10]1[CH:15]=[CH:14][CH:13]=[C:12]([O:16][CH3:17])[CH:11]=1)[OH:9] |f:2.3.4.5.6.7,8.9|. Isolated yield 92.2%. Solvent: C1CCOC1 (THF), O (H2O), O (H2O), C(Cl)Cl (CH2Cl2), C1CCOC1 (THF). Run at time 3 hour. Starting materials: C(C)N1CCC2(CC1)COC1=CC=3CCN(C3C=C12)C(=O)C1=CC=C(C=C1)C1=C(C=C(C=C1)C=1OC(=NN1)C)C (1'-ethyl-5-[2'-methyl-4'-(5-methyl-1,3,4-oxadiazol-2-yl)biphenyl-4-carbonyl]-2,3,6,7-tetrahydrospiro[furo[2,3-f]indole-3,4'-piperidine]), Cl (hydrogen chloride), CCOCC (ether). Run in CO (methanol). Run at time 20 hour. Product: C(C)N1CCC2(CC1)COC1=CC=3CCN(C3C=C12)C(=O)C1=CC=C(C=C1)C1=C(C=C(C=C1)C(=O)NN)C (1'-Ethyl-5-(4'-hydrazinocarbonyl-2'-methylbiphenyl-4-carbonyl)-2,3,6,7-tetrahydrospiro[furo[2,3-f]indole-3,4'-piperidine]). The yield is 39.2%. RXN SMILES: [CH2:1]([N:3]1[CH2:8][CH2:7][C:6]2([C:19]3[C:11](=[CH:12][C:13]4[CH2:14][CH2:15][N:16]([C:20]([C:22]5[CH:27]=[CH:26][C:25]([C:28]6[CH:33]=[CH:32][C:31]([C:34]7[O:35]C(C)=[N:37][N:38]=7)=[CH:30][C:29]=6[CH3:40])=[CH:24][CH:23]=5)=[O:21])[C:17]=4[CH:18]=3)[O:10][CH2:9]2)[CH2:5][CH2:4]1)[CH3:2].Cl.CCOCC>CO>[CH2:1]([N:3]1[CH2:8][CH2:7][C:6]2([C:19]3[C:11](=[CH:12][C:13]4[CH2:14][CH2:15][N:16]([C:20]([C:22]5[CH:23]=[CH:24][C:25]([C:28]6[CH:33]=[CH:32][C:31]([C:34]([NH:38][NH2:37])=[O:35])=[CH:30][C:29]=6[CH3:40])=[CH:26][CH:27]=5)=[O:21])[C:17]=4[CH:18]=3)[O:10][CH2:9]2)[CH2:5][CH2:4]1)[CH3:2]. Procedure: A stirred solution of 1'-ethyl-5-[2'-methyl-4'-(5-methyl-1,3,4-oxadiazol-2-yl)biphenyl-4-carbonyl]-2,3,6,7-tetrahydrospiro[furo[2,3-f]indole-3,4'-piperidine] (E26, 2.5 g, 4.7 mmole) in methanol (600 ml) was treated with 1M hydrogen chloride in ether (30 ml, 30 mmole) and kept at room temp. for 20 hours, then concentrated in vacuo. The residue was treated with 10% Na2CO3 solution (200 ml) and chloroform (500 ml), stirred well for 20 minutes, then the chloroform layer separated, dried and concentr... Product: N[C@@H](CC1=CC=C(C=C1)O)C(=O)N[C@@H](CCCCN)C(=O)OCC (Tyr-Lys-OEt). Reported procedure: Mal-Tyr-Lys-OEt was prepared with CT as the catalyst in a 100 ml beaker with Mal-Tyr-OEt employed as the electrophile and Lys-OEt.2 HCl employed as the nucleophile. After a short time, the product separated out as a white precipitate and was filtered off, washed with water and dried in a vacuum at 50° C. The conditions and results employed are compiled in the following table: Reaction SMILES: [NH2:1][C@H:2]([C:11]([O:13]CC)=O)[CH2:3][C:4]1[CH:9]=[CH:8][C:7]([OH:10])=[CH:6][CH:5]=1.[NH2:16][C@H:17]([C:23]([O:25][CH2:26][CH3:27])=[O:24])[CH2:18][CH2:19][CH2:20][CH2:21][NH2:22].Cl>>[NH2:1][C@H:2]([C:11]([NH:16][C@H:17]([C:23]([O:25][CH2:26][CH3:27])=[O:24])[CH2:18][CH2:19][CH2:20][CH2:21][NH2:22])=[O:13])[CH2:3][C:4]1[CH:5]=[CH:6][C:7]([OH:10])=[CH:8][CH:9]=1. Starting materials: N[C@@H](CC1=CC=C(C=C1)O)C(=O)OCC (Tyr-OEt), N[C@@H](CCCCN)C(=O)OCC (Lys-OEt), Cl (HCl). Reactants: [H-].[Na+] (sodium hydride), C(CCCCCCC)C1=CC=C(OCC2OC2)C=C1 (2-(4-octylphenoxymethyl)oxirane), [Na+].[Cl-] (NaCl), N1C=CC=C1 (pyrrole). The solvent is CN(C)C=O (DMF), CN(C)C=O (DMF). Reaction conditions: time 10 minute. Yields the product C(CCCCCCC)C1=CC=C(OCC(CN2C=CC=C2)O)C=C1 (1-(4-Octylphenoxy)-3-(pyrrol-1-yl)propan-2-ol). RXN SMILES: [H-].[Na+].[NH:3]1[CH:7]=[CH:6][CH:5]=[CH:4]1.[CH2:8]([C:16]1[CH:26]=[CH:25][C:19]([O:20][CH2:21][CH:22]2[CH2:24][O:23]2)=[CH:18][CH:17]=1)[CH2:9][CH2:10][CH2:11][CH2:12][CH2:13][CH2:14][CH3:15].[Na+].[Cl-]>CN(C=O)C>[CH2:8]([C:16]1[CH:17]=[CH:18][C:19]([O:20][CH2:21][CH:22]([OH:23])[CH2:24][N:3]2[CH:7]=[CH:6][CH:5]=[CH:4]2)=[CH:25][CH:26]=1)[CH2:9][CH2:10][CH2:11][CH2:12][CH2:13][CH2:14][CH3:15] |f:0.1,4.5|. Procedure details: 0.048 g (1.200 mmol) sodium hydride as 60% dispersion in mineral oil is suspended in 10 ml absolute DMF, stirred at room temperature for 10 min and admixed with 0.077 g (1.15 mmol) pyrrole. Having stirred for one hour, a solution of 0.300 g (1.14 mmol) 2-(4-octylphenoxymethyl)oxirane (Kuliev et al. Uch. Zap. Azerb. Gos. Univ. Ser. Khim Nauk. 1964, 4, 97; Chem. Abstr. 1966, 65, 640c) in 10 ml absolute DMF is added drop-wise. The mixture is stirred for 19 hours, hydrolyzed with a semi-saturated Na...